Dataset: the Open Reaction Database (ORD), a public repository of structured organic reaction records. Task: describe an organic reaction: reactants, conditions, products, and yield Starting materials: O1C=C(C=C1)C(C(=O)OCCCC)O (butyl fur-3-yl-glycolate), C(C)(=O)[O-].C(C)(=O)[O-].C(C)(=O)[O-].C(C)(=O)[O-].[Pb+4] (lead tetraacetate). The solvent is C1=CC=CC=C1 (benzene). The product is O1C=C(C=C1)C(C(=O)OCCCC)=O (Butyl 2-(fur-3-yl)-2-oxo-acetate). The yield is 83.4%. RXN SMILES: [O:1]1[CH:5]=[CH:4][C:3]([CH:6]([OH:14])[C:7]([O:9][CH2:10][CH2:11][CH2:12][CH3:13])=[O:8])=[CH:2]1.C([O-])(=O)C.C([O-])(=O)C.C([O-])(=O)C.C([O-])(=O)C.[Pb+4]>C1C=CC=CC=1>[O:1]1[CH:5]=[CH:4][C:3]([C:6](=[O:14])[C:7]([O:9][CH2:10][CH2:11][CH2:12][CH3:13])=[O:8])=[CH:2]1 |f:1.2.3.4.5|. Reported procedure: A mixture of 39.6 g of butyl fur-3-yl-glycolate and 8.6 g of lead tetraacetate in 400 ml of absolute benzene is refluxed for 8 hours. After cooling to room temperature, the salts are filtered off and washed with benzene, and the combined benzene phases are shaken with a 10% strength sodium bicarbonate solution and a saturated sodium chloride solution. After drying over sodium sulphate, filtering off and concentrating, the oily residue is distilled in vacuo. 32.7 g (83%) of an oil, boiling point ... Reactants: CCO, CN(C)N, O=C1CCCCC1, O, Cc1ccc(S(=O)(=O)O)cc1. Product: CN(C)N=C1CCCCC1. As a reaction SMILES: [CH3:24][CH2:25][OH:26].[CH3:8][N:9]([NH2:10])[CH3:11].[O:1]=[C:2]1[CH2:3][CH2:4][CH2:5][CH2:6][CH2:7]1.[OH2:12].[c:13]1([CH3:14])[cH:15][cH:16][c:17]([S:18]([OH:19])(=[O:20])=[O:21])[cH:22][cH:23]1>>[C:2]1(=[N:10][N:9]([CH3:8])[CH3:11])[CH2:3][CH2:4][CH2:5][CH2:6][CH2:7]1. Starting materials: CNC, CC(=O)O, CN(C)C=O, CCCC(=O)c1ccc(OCCC(=O)O)c(Cl)c1Cl, Cl, O. The product is C=C(CC)C(=O)c1ccc(OCCC(=O)O)c(Cl)c1Cl. As a reaction SMILES: [CH3:21][NH:22][CH3:23].[CH3:24][C:25](=[O:26])[OH:27].[CH3:28][N:29]([CH3:30])[CH:31]=[O:32].[Cl:1][c:2]1[c:3]([O:4][CH2:5][CH2:6][C:7](=[O:8])[OH:9])[cH:10][cH:11][c:12]([C:15]([CH2:16][CH2:17][CH3:18])=[O:19])[c:13]1[Cl:14].[ClH:20].[OH2:33]>>[Cl:1][c:2]1[c:3]([O:4][CH2:5][CH2:6][C:7](=[O:8])[OH:9])[cH:10][cH:11][c:12]([C:15]([C:16]([CH2:17][CH3:18])=[CH2:21])=[O:19])[c:13]1[Cl:14]. The reactants are CC(C#CC1=CC(=C(S1)C(=O)O)N(C(=O)[C@@H]1CC[C@H](CC1)C)[C@@H]1CC[C@@H](CC1)O)(C)C (5-(3,3-dimethyl-but-1-ynyl)-3-[(cis-4-hydroxy-cyclohexyl)-(trans-4-methyl-cyclohexanecarbonyl)-amino]-thiophene-2-carboxylic acid), C(C)N(CC)S(F)(F)F (DAST). Solvent: C(Cl)Cl (CH2Cl2), C(Cl)Cl (CH2Cl2), O (water). Conditions: time 4 hour. The product is CC(C#CC1=CC(=C(S1)C(=O)O)N(C(=O)[C@@H]1CC[C@H](CC1)C)[C@@H]1CC[C@H](CC1)F)(C)C (5-(3,3-dimethyl-but-1-ynyl)-3-[(trans-4-fluoro-cyclohexyl)-(trans-4-methyl-cyclohexanecarbonyl)-amino]-thiophene-2-carboxylic acid). As a reaction SMILES: [CH3:1][C:2]([CH3:31])([CH3:30])[C:3]#[C:4][C:5]1[S:9][C:8]([C:10]([OH:12])=[O:11])=[C:7]([N:13]([C@H:23]2[CH2:28][CH2:27][C@@H:26](O)[CH2:25][CH2:24]2)[C:14]([C@H:16]2[CH2:21][CH2:20][C@H:19]([CH3:22])[CH2:18][CH2:17]2)=[O:15])[CH:6]=1.C(N(S(F)(F)[F:38])CC)C>C(Cl)Cl.O>[CH3:1][C:2]([CH3:31])([CH3:30])[C:3]#[C:4][C:5]1[S:9][C:8]([C:10]([OH:12])=[O:11])=[C:7]([N:13]([C@H:23]2[CH2:28][CH2:27][C@H:26]([F:38])[CH2:25][CH2:24]2)[C:14]([C@H:16]2[CH2:21][CH2:20][C@H:19]([CH3:22])[CH2:18][CH2:17]2)=[O:15])[CH:6]=1. Procedure details: To a suspension of 5-(3,3-dimethyl-but-1-ynyl)-3-[(cis-4-hydroxy-cyclohexyl)-(trans-4-methyl-cyclohexanecarbonyl)-amino]-thiophene-2-carboxylic acid (102 mg, 0.23 mmol) in dry CH2Cl2 (2 mL) is added DAST (Diethylaminosulphurtrifluoride) (90 μL, 0.69 mmol), and the mixture is stirred for 4 h at room temperature. Then it is diluted with CH2Cl2, water is added to the mixture, and it is vigorously stirred for 20 min. Organic fraction is separated, dried over Na2SO4, concentrated, and the residue is ... The reactants are C(C1=CC=CC=C1)N1C[C@H]([C@@H](C1)C1=C(C=CC=C1)Br)C1=C(C=CC(=C1)Cl)O (racemic trans-2-(1-benzyl-4-(2-bromophenyl)pyrrolidin-3-yl)-4-chlorophenol), C([O-])([O-])=O.[Cs+].[Cs+] (cesium carbonate), CN(CC(=O)O)C (N,N-dimethylglycine). The reagents and catalysts are [Cu]I (CuI). Run in O1CCOCC1 (dioxane). The product is ClC=1C=CC2=C([C@@H]3[C@H](CN(C3)CC3=CC=CC=C3)C3=C(O2)C=CC=C3)C1 (trans-5-chloro-2,3,3a,12b-tetrahydro-2-benzyl-1H-dibenz[2,3:6,7]-oxepino-[4,5-c]pyrrole). Reaction SMILES: [CH2:1]([N:8]1[CH2:12][C@@H:11]([C:13]2[CH:18]=[CH:17][CH:16]=[CH:15][C:14]=2Br)[C@H:10]([C:20]2[CH:25]=[C:24]([Cl:26])[CH:23]=[CH:22]C=2O)[CH2:9]1)[C:2]1[CH:7]=[CH:6][CH:5]=[CH:4][CH:3]=1.[C:28](=[O:31])([O-])[O-].[Cs+].[Cs+].CN(C)CC(O)=O>O1CCOCC1.[Cu]I>[Cl:26][C:24]1[CH:23]=[CH:22][C:28]2[O:31][C:18]3[CH:17]=[CH:16][CH:15]=[CH:14][C:13]=3[C@H:11]3[CH2:12][N:8]([CH2:1][C:2]4[CH:3]=[CH:4][CH:5]=[CH:6][CH:7]=4)[CH2:9][C@@H:10]3[C:20]=2[CH:25]=1 |f:1.2.3|. Procedure details: A mixture of racemic trans-2-(1-benzyl-4-(2-bromophenyl)pyrrolidin-3-yl)-4-chlorophenol (1.8 g, 4.07 mmol), cesium carbonate (2.65 g, 8.13 mmol, 2.0 eq.), N,N-dimethylglycine (165 mg, 1.6 mmol; 0.4 eq.) and CuI (310 mg, 1.6 mmol; 0.4 eq.) in dioxane (20 ml) was heated to reflux temperature while stirring under inert nitrogen atmosphere. After one hour the title product was formed according to mass analysis (M+1=362, 364 found), but the conversion was not yet complete. Heating was continued overn... Reactants: COC(C(C(=O)OC)NC(=O)OC(C)(C)C)=O (t-butoxycarbonylamino-malonic acid dimethyl ester), C(C1=CC=CC=C1)OC=1C=C(CI)C=CC1[N+](=O)[O-] (3-benzyloxy-4-nitro-benzyl iodide), [H-].[Na+] (Sodium hydride). The solvent is CN(C)C=O (DMF), O (water), CN(C)C=O (DMF), CN(C)C=O (DMF), CCCCCC (hexane). Run at time 40 minute. The product is COC(C(C(=O)OC)(NC(=O)OC(C)(C)C)CC1=CC(=C(C=C1)[N+](=O)[O-])OCC1=CC=CC=C1)=O (2-(3-benzyloxy-4-nitro-benzyl)-2-t-butoxycarbonylamino-malonic acid dimethyl ester). Reaction SMILES: [H-].[Na+].[CH3:3][O:4][C:5](=[O:19])[CH:6]([NH:11][C:12]([O:14][C:15]([CH3:18])([CH3:17])[CH3:16])=[O:13])[C:7]([O:9][CH3:10])=[O:8].[CH2:20]([O:27][C:28]1[CH:29]=[C:30]([CH:33]=[CH:34][C:35]=1[N+:36]([O-:38])=[O:37])[CH2:31]I)[C:21]1[CH:26]=[CH:25][CH:24]=[CH:23][CH:22]=1>CCCCCC.CN(C=O)C.O>[CH3:3][O:4][C:5](=[O:19])[C:6]([CH2:31][C:30]1[CH:33]=[CH:34][C:35]([N+:36]([O-:38])=[O:37])=[C:28]([O:27][CH2:20][C:21]2[CH:26]=[CH:25][CH:24]=[CH:23][CH:22]=2)[CH:29]=1)([NH:11][C:12]([O:14][C:15]([CH3:16])([CH3:18])[CH3:17])=[O:13])[C:7]([O:9][CH3:10])=[O:8] |f:0.1|. Procedure: Sodium hydride (60% in mineral oil, 729 mg, 18.22 mmol) is washed twice with dry hexane and suspended in DMF (15 mL). To the suspension is added dropwise a solution of t-butoxycarbonylamino-malonic acid dimethyl ester (4.92 g, 19.9 mmol) in DMF (15 mL) over a period of 10 min. The mixture is stirred at RT for 40 min and a solution of the title D compound, 3-benzyloxy-4-nitro-benzyl iodide (6.23 g, 16.9 mmol) in DMF (15 mL) is added dropwise over a period of 10 min and the mixture is stirred at R...